From a dataset of the Open Reaction Database (ORD), a public repository of structured organic reaction records. describe an organic reaction: reactants, conditions, products, and yield Reactants: CC(C)CCCC(C)C1CC(=O)C2=C3CCC4CC([n+]5ccccc5)CCC4(C)C3CCC21C, CC(C)CCCC(C)C1CC(=O)C2=C3CCC4CC([n+]5ccccc5)CCC4(C)C3CCC21C, [Cl-], [K+], O, O=S(=O)([O-])[O-]. Yields the product CC(C)CCCC(C)C1CC(=O)C2=C3CCC4CC([K])CCC4(C)C3CCC21C, O=S(=O)(O)O. RXN SMILES: [CH3:40][CH:41]([CH2:42][CH2:43][CH2:44][CH:45]([CH:46]1[C:47]2([CH3:48])[C:49](=[C:50]3[CH:51]([CH2:52][CH2:53]2)[C:54]2([CH3:55])[CH:56]([CH2:57][CH:58]([n+:59]4[cH:60][cH:61][cH:62][cH:63][cH:64]4)[CH2:65][CH2:66]2)[CH2:67][CH2:68]3)[C:69](=[O:70])[CH2:71]1)[CH3:72])[CH3:73].[CH3:6][CH:7]([CH3:8])[CH2:9][CH2:10][CH2:11][CH:12]([CH3:13])[CH:14]1[CH2:15][C:16](=[O:39])[C:17]2=[C:18]3[CH2:19][CH2:20][CH:21]4[CH2:22][CH:23]([n+:33]5[cH:34][cH:35][cH:36][cH:37][cH:38]5)[CH2:24][CH2:25][C:26]4([CH3:27])[CH:28]3[CH2:29][CH2:30][C:31]12[CH3:32].[Cl-:74].[K+:75].[OH2:76].[S:1](=[O:2])(=[O:3])([O-:4])[O-:5]>>[CH3:6][CH:7]([CH3:8])[CH2:9][CH2:10][CH2:11][CH:12]([CH3:13])[CH:14]1[CH2:15][C:16](=[O:39])[C:17]2=[C:18]3[CH2:19][CH2:20][CH:21]4[CH2:22][CH:23]([K:75])[CH2:24][CH2:25][C:26]4([CH3:27])[CH:28]3[CH2:29][CH2:30][C:31]12[CH3:32].[S:1](=[O:2])(=[O:3])([OH:4])[OH:5]. The reactants are C(C)(C)(C)OC(NC1=C(C=C(C(=C1)N1CCCC1)F)N)=O ((2-amino-4-fluoro-5-pyrrolidin-1-yl-phenyl)-carbamic acid tert.-butyl ester), C(C)(C)(C)OC(CC(=O)C1=CC(=CC=C1)C1=CC(=NO1)C)=O (3-[3-(3-methyl-isoxazol-5-yl)-phenyl]-3-oxo-propionic acid tert.-butyl ester). Product: C(C)(C)(C)OC(NC1=C(C=C(C(=C1)N1CCCC1)F)NC(CC(=O)C1=CC(=CC=C1)C1=CC(=NO1)C)=O)=O ((4-Fluoro-2-{3-[3-(3-methyl-isoxazol-5-yl)-phenyl]-3-oxo-propionylamino}-5-pyrrolidin-1-yl-phenyl)-carbamic acid tert.-butyl ester), solid. Reaction SMILES: [C:1]([O:5][C:6](=[O:21])[NH:7][C:8]1[CH:13]=[C:12]([N:14]2[CH2:18][CH2:17][CH2:16][CH2:15]2)[C:11]([F:19])=[CH:10][C:9]=1[NH2:20])([CH3:4])([CH3:3])[CH3:2].C([O:26][C:27](=O)[CH2:28][C:29]([C:31]1[CH:36]=[CH:35][CH:34]=[C:33]([C:37]2[O:41][N:40]=[C:39]([CH3:42])[CH:38]=2)[CH:32]=1)=[O:30])(C)(C)C>>[C:1]([O:5][C:6](=[O:21])[NH:7][C:8]1[CH:13]=[C:12]([N:14]2[CH2:18][CH2:17][CH2:16][CH2:15]2)[C:11]([F:19])=[CH:10][C:9]=1[NH:20][C:27](=[O:26])[CH2:28][C:29]([C:31]1[CH:36]=[CH:35][CH:34]=[C:33]([C:37]2[O:41][N:40]=[C:39]([CH3:42])[CH:38]=2)[CH:32]=1)=[O:30])([CH3:4])([CH3:2])[CH3:3]. Procedure: The title compound was prepared from (2-amino-4-fluoro-5-pyrrolidin-1-yl-phenyl)-carbamic acid tert.-butyl ester (Example J15) and 3-[3-(3-methyl-isoxazol-5-yl)-phenyl]-3-oxo-propionic acid tert.-butyl ester (Example K4) according to the general procedure M. Obtained as a light yellow solid (126 mg).